describe an organic reaction: reactants, conditions, products, and yield From a dataset of the Open Reaction Database (ORD), a public repository of structured organic reaction records. Reactants: CO, COC(=O)C1=C(C=O)NC(C)=C(P2(=O)OCCCO2)C1c1ccccc1C(F)(F)F, [Cl-], [Na+]. Product: COC(=O)C1=C(CO)NC(C)=C(P2(=O)OCCCO2)C1c1ccccc1C(F)(F)F. As a reaction SMILES: [CH3:33][OH:34].[CH:1](=[O:2])[C:3]1=[C:8]([C:9](=[O:10])[O:11][CH3:12])[CH:7]([c:13]2[c:14]([C:19]([F:20])([F:21])[F:22])[cH:15][cH:16][cH:17][cH:18]2)[C:6]([P:23]2(=[O:29])[O:24][CH2:25][CH2:26][CH2:27][O:28]2)=[C:5]([CH3:30])[NH:4]1.[Cl-:32].[Na+:31]>>[CH2:1]([OH:2])[C:3]1=[C:8]([C:9](=[O:10])[O:11][CH3:12])[CH:7]([c:13]2[c:14]([C:19]([F:20])([F:21])[F:22])[cH:15][cH:16][cH:17][cH:18]2)[C:6]([P:23]2(=[O:29])[O:24][CH2:25][CH2:26][CH2:27][O:28]2)=[C:5]([CH3:30])[NH:4]1. Reactants: C1CCOC1, [Li]CCCC, CON(C)C(=O)c1ccc(Cl)nc1, Clc1ccc(Br)cc1. Yields the product O=C(c1ccc(Cl)cc1)c1ccc(Cl)nc1. RXN SMILES: [CH2:27]1[O:28][CH2:29][CH2:30][CH2:31]1.[CH3:9][CH2:10][CH2:11][CH2:12][Li:13].[Cl:14][c:15]1[n:16][cH:17][c:18]([C:19](=[O:20])[N:21]([O:22][CH3:23])[CH3:24])[cH:25][cH:26]1.[Cl:1][c:2]1[cH:3][cH:4][c:5]([Br:8])[cH:6][cH:7]1>>[Cl:1][c:2]1[cH:3][cH:4][c:5]([C:19]([c:18]2[cH:17][n:16][c:15]([Cl:14])[cH:26][cH:25]2)=[O:20])[cH:6][cH:7]1.